This data is from the Open Reaction Database (ORD), a public repository of structured organic reaction records. The task is: describe an organic reaction: reactants, conditions, products, and yield The reactants are CCC1C=C2CC(=O)CCC2(C)C2CCC3(C)C(C(C)CCCC(C)C)CCC3C12, CC(=O)[O-], CN, Cl, [Na+], O, OCCO. Product: CCC1C=C2N(C)C(=O)CCC2(C)C2CCC3(C)C(C(C)CCCC(C)C)CCC3C12. RXN SMILES: [CH2:9]([CH3:10])[CH:11]1[CH:12]2[CH:13]3[CH2:14][CH2:15][CH:16]([CH:17]([CH2:18][CH2:19][CH2:20][CH:21]([CH3:22])[CH3:23])[CH3:24])[C:25]3([CH3:38])[CH2:26][CH2:27][CH:28]2[C:29]2([CH3:37])[CH2:30][CH2:31][C:32](=[O:36])[CH2:33][C:34]2=[CH:35]1.[CH3:2][C:3](=[O:4])[O-:5].[CH3:7][NH2:8].[ClH:6].[Na+:1].[OH2:43].[OH:39][CH2:40][CH2:41][OH:42]>>[CH3:7][N:8]1[C:32](=[O:36])[CH2:31][CH2:30][C:29]2([CH3:37])[CH:28]3[CH:12]([CH:11]([CH2:9][CH3:10])[CH:35]=[C:34]12)[CH:13]1[CH2:14][CH2:15][CH:16]([CH:17]([CH2:18][CH2:19][CH2:20][CH:21]([CH3:22])[CH3:23])[CH3:24])[C:25]1([CH3:38])[CH2:26][CH2:27]3. Reactants: BrC=1C=C2C(=C(C=NC2=CC1)S(=O)(=O)C)NC1CCC(CC1)N(CC)CC (N1-[6-bromo-3-(methylsulfonyl)quinolin-4-yl]-N4,N4-diethylcyclohexane-1,4-diamine), ClC1=C(C(=CC(=C1)B1OC(C(O1)(C)C)(C)C)OC)O (2-chloro-6-methoxy-4-(4,4,5,5-tetramethyl-1,3,2-dioxaborolan-2-yl)phenol), Cl (HCl). The product is Cl.Cl.ClC1=C(C(=CC(=C1)C=1C=C2C(=C(C=NC2=CC1)S(=O)(=O)C)NC1CCC(CC1)N(CC)CC)OC)O (2-Chloro-4-{4-[4-(diethylamino)cyclohexylamino]-3-(methylsulfonyl)quinolin-6-yl}-6-methoxyphenol dihydrochloride). The yield is 50.0%. Reaction SMILES: Br[C:2]1[CH:3]=[C:4]2[C:9](=[CH:10][CH:11]=1)[N:8]=[CH:7][C:6]([S:12]([CH3:15])(=[O:14])=[O:13])=[C:5]2[NH:16][CH:17]1[CH2:22][CH2:21][CH:20]([N:23]([CH2:26][CH3:27])[CH2:24][CH3:25])[CH2:19][CH2:18]1.[Cl:28][C:29]1[CH:34]=[C:33](B2OC(C)(C)C(C)(C)O2)[CH:32]=[C:31]([O:44][CH3:45])[C:30]=1[OH:46].[ClH:47]>>[ClH:28].[ClH:47].[Cl:28][C:29]1[CH:34]=[C:33]([C:2]2[CH:3]=[C:4]3[C:9](=[CH:10][CH:11]=2)[N:8]=[CH:7][C:6]([S:12]([CH3:15])(=[O:14])=[O:13])=[C:5]3[NH:16][CH:17]2[CH2:22][CH2:21][CH:20]([N:23]([CH2:26][CH3:27])[CH2:24][CH3:25])[CH2:19][CH2:18]2)[CH:32]=[C:31]([O:44][CH3:45])[C:30]=1[OH:46] |f:3.4.5|. Procedure: Following general procedure D, N1-[6-bromo-3-(methylsulfonyl)quinolin-4-yl]-N4,N4-diethylcyclohexane-1,4-diamine (40 mg, 0.088 mmol) was reacted with 2-chloro-6-methoxy-4-(4,4,5,5-tetramethyl-1,3,2-dioxaborolan-2-yl)phenol (50 mg, 0.176 mmol) to afford, after treatment with 1M HCl, the desired product (24.5 mg, 50%) as an orange-brown solid: 1H NMR (500 MHz, DMSO-d6+D2O) δ 8.91 (d, J=8.0 Hz, 1H), 8.44-8.32 (m, 2H), 8.08 (d, J=8.5 Hz, 1H), 7.48-7.27 (m, 2H), 3.98-3.95 (m, 3H), 3.46 (d, J=11.4 Hz,... Reactants: BrC=1C=C(C#N)C=CC1 (3-bromobenzonitrile), CC(C)([O-])C.[K+] (Potassium tert-butoxide), Cl.NO (hydroxylamine hydrochloride), resultant mixture. The solvent is CO (methanol), CO (methanol). Product: BrC=1C=C(C=CC1)C1=NOC(=N1)C (3-(3-Bromophenyl)-5-methyl-1,2,4-oxadiazole). The yield is 49.9%. As a reaction SMILES: [CH3:1][C:2](C)([O-:4])C.[K+].Cl.[NH2:8]O.[Br:10][C:11]1[CH:12]=[C:13]([CH:16]=[CH:17][CH:18]=1)[C:14]#[N:15]>CO>[Br:10][C:11]1[CH:12]=[C:13]([C:14]2[N:8]=[C:2]([CH3:1])[O:4][N:15]=2)[CH:16]=[CH:17][CH:18]=1 |f:0.1,2.3|. Procedure: Potassium tert-butoxide (7.33 g, 65.4 mmol) was added over 5 minutes to ice chilled, stirred methanol under argon. After a further 5 min hydroxylamine hydrochloride (4.9 g, 70.43 mmol) was added in one portion and the resultant mixture stirred at room temperature for 1 h. A solution of 3-bromobenzonitrile (7.93 g, 43.6 mmol) in methanol (120 ml) was added in one portion and the mixture heated at reflux for 4 h, cooled filtered, and the filtrate evaporated in vacuo. The residue was refluxed in ac... Starting materials: CSc1cncc(COc2cc3ncnc(NC(C)C)c3cc2Br)c1, ClC(Cl)Cl, [Na+], [OH-], O=C(OO)c1cccc(Cl)c1. The product is CC(C)Nc1ncnc2cc(OCc3cncc(S(C)=O)c3)c(Br)cc12. Reaction SMILES: [Br:1][c:2]1[cH:3][c:4]2[c:5]([NH:22][CH:23]([CH3:24])[CH3:25])[n:6][cH:7][n:8][c:9]2[cH:10][c:11]1[O:12][CH2:13][c:14]1[cH:15][n:16][cH:17][c:18]([S:20][CH3:21])[cH:19]1.[CH:39]([Cl:40])([Cl:41])[Cl:42].[Na+:38].[OH-:37].[OH:26][O:27][C:28]([c:29]1[cH:30][c:31]([Cl:32])[cH:33][cH:34][cH:35]1)=[O:36]>>[Br:1][c:2]1[cH:3][c:4]2[c:5]([NH:22][CH:23]([CH3:24])[CH3:25])[n:6][cH:7][n:8][c:9]2[cH:10][c:11]1[O:12][CH2:13][c:14]1[cH:15][n:16][cH:17][c:18]([S:20]([CH3:21])=[O:26])[cH:19]1. Starting materials: CC(C)(CC(=O)N1CCOCC1)NC(=O)OC(C)(C)C, CCOC(C)=O, Cl. Yields the product CC(C)(N)CC(=O)N1CCOCC1, Cl. Reaction SMILES: [CH3:1][C:2]([CH3:3])([CH2:4][C:5](=[O:6])[N:7]1[CH2:8][CH2:9][O:10][CH2:11][CH2:12]1)[NH:13][C:14](=[O:15])[O:16][C:17]([CH3:18])([CH3:19])[CH3:20].[CH3:22][CH2:23][O:24][C:25](=[O:26])[CH3:27].[ClH:21]>>[CH3:1][C:2]([CH3:3])([CH2:4][C:5](=[O:6])[N:7]1[CH2:8][CH2:9][O:10][CH2:11][CH2:12]1)[NH2:13].[ClH:21]. Reactants: C1CN2CCN1CC2, COC(=O)c1ccc(Cl)nc1Cl, CC(c1ccc(O)cc1Cl)C(O)(c1ccc2c(c1)N(C)C(=O)CO2)C(F)(F)F. Product: COC(=O)c1ccc(Oc2ccc(C(C)C(O)(c3ccc4c(c3)N(C)C(=O)CO4)C(F)(F)F)c(Cl)c2)nc1Cl. Reaction SMILES: [CH2:41]1[N:42]2[CH2:43][CH2:44][N:45]([CH2:46][CH2:47]2)[CH2:48]1.[CH3:29][O:30][C:31](=[O:32])[c:33]1[c:34]([Cl:40])[n:35][c:36]([Cl:39])[cH:37][cH:38]1.[Cl:1][c:2]1[c:3]([CH:9]([C:10]([C:11]([F:12])([F:13])[F:14])([OH:15])[c:16]2[cH:17][cH:18][c:19]3[c:20]([cH:27]2)[N:21]([CH3:26])[C:22](=[O:25])[CH2:23][O:24]3)[CH3:28])[cH:4][cH:5][c:6]([OH:8])[cH:7]1>>[Cl:1][c:2]1[c:3]([CH:9]([C:10]([C:11]([F:12])([F:13])[F:14])([OH:15])[c:16]2[cH:17][cH:18][c:19]3[c:20]([cH:27]2)[N:21]([CH3:26])[C:22](=[O:25])[CH2:23][O:24]3)[CH3:28])[cH:4][cH:5][c:6]([O:8][c:36]2[n:35][c:34]([Cl:40])[c:33]([C:31]([O:30][CH3:29])=[O:32])[cH:38][cH:37]2)[cH:7]1. Starting materials: [N+](=O)([O-])C=1C=CC(=NC1)N1CCC(CC1)OC1=C(C=CC=C1)C(F)(F)F (5-nitro-2-{4-[2-(trifluoromethyl)phenoxy]piperidin-1-yl}pyridine). Reagents/catalysts: [Pd] (Pd/C). Run in CCOC(=O)C (EtOAc). The product is FC(C1=C(OC2CCN(CC2)C2=CC=C(C=N2)N)C=CC=C1)(F)F (6-{4-[2-(trifluoromethyl)phenoxy]piperidin-1-yl}pyridin-3-amine). RXN SMILES: [N+:1]([C:4]1[CH:5]=[CH:6][C:7]([N:10]2[CH2:15][CH2:14][CH:13]([O:16][C:17]3[CH:22]=[CH:21][CH:20]=[CH:19][C:18]=3[C:23]([F:26])([F:25])[F:24])[CH2:12][CH2:11]2)=[N:8][CH:9]=1)([O-])=O>CCOC(C)=O.[Pd]>[F:26][C:23]([F:24])([F:25])[C:18]1[CH:19]=[CH:20][CH:21]=[CH:22][C:17]=1[O:16][CH:13]1[CH2:12][CH2:11][N:10]([C:7]2[N:8]=[CH:9][C:4]([NH2:1])=[CH:5][CH:6]=2)[CH2:15][CH2:14]1. Procedure details: A mixture of 5-nitro-2-{4-[2-(trifluoromethyl)phenoxy]piperidin-1-yl}pyridine (1.6 g, 4.4 mmol) and 10% Pd/C (300 mg) in EtOAc (100 mL) was hydrogenated at 50 psi overnight. The catalyst was filtered off through celite. The filtrate was removed in vacuo to give the title compound as a light brown gum. Reactants: CCC(C=CC(CCC=CCC)=O)=O (dodeca-4,9-diene-3,6-dione), [OH-].[K+] (potassium hydroxide), C1(=CC=CC=C1)C (toluene), [H-].C(C(C)C)[Al+]CC(C)C (diisobutylaluminum hydride). Solvent: O1CCCC1 (tetrahydrofuran). Conditions: time 3 hour. The product is CCC(C=CC(CCC=CCC)O)O (dodeca-4,9-diene-3,6-diol). Reaction SMILES: [CH3:1][CH2:2][C:3](=[O:14])[CH:4]=[CH:5][C:6](=[O:13])[CH2:7][CH2:8][CH:9]=[CH:10][CH2:11][CH3:12].C1(C)C=CC=CC=1.[H-].C([Al+]CC(C)C)C(C)C.[OH-].[K+]>O1CCCC1>[CH3:1][CH2:2][CH:3]([OH:14])[CH:4]=[CH:5][CH:6]([OH:13])[CH2:7][CH2:8][CH:9]=[CH:10][CH2:11][CH3:12] |f:2.3,4.5|. Reported procedure: Tricyclo[6.2.2.0]dodeca-4,9-diene-3,6-dione (2.55 g) was combined with toluene (500 ml) and 1M diisobutylaluminum hydride in tetrahydrofuran (30 ml) and the mixture was stirred at room temperature for 3 hours. The solution was cooled in an ice bath and 30% potassium hydroxide solution was added. The resulting mixture was stirred for 30 minutes and the layers separated. The aqueous layer was extracted with ether (2×100 ml) and the combined organic layers were concentrated on a rotary evaporator. ...